This data is from the Open Reaction Database (ORD), a public repository of structured organic reaction records. The task is: describe an organic reaction: reactants, conditions, products, and yield The reactants are [BH4-], O=C(c1csc(Br)c1)N1CCCCC1, CCCC[N+](CCCC)(CCCC)CCCC, ClCCl. Product: Brc1cc(CN2CCCCC2)cs1. Reaction SMILES: [BH4-:15].[Br:1][c:2]1[cH:3][c:4]([C:7](=[O:8])[N:9]2[CH2:10][CH2:11][CH2:12][CH2:13][CH2:14]2)[cH:5][s:6]1.[CH2:16]([N+:17]([CH2:18][CH2:19][CH2:20][CH3:21])([CH2:22][CH2:23][CH2:24][CH3:25])[CH2:26][CH2:27][CH2:28][CH3:29])[CH2:30][CH2:31][CH3:32].[Cl:33][CH2:34][Cl:35]>>[Br:1][c:2]1[cH:3][c:4]([CH2:7][N:9]2[CH2:10][CH2:11][CH2:12][CH2:13][CH2:14]2)[cH:5][s:6]1. Run in ClCCl (dichloromethane). Reactants: C(Cl)(Cl)Cl (Chloroform), ice water, N1(C=NC=C1)CCCCCOC1=CC=C(OCCCCC(C(=O)N)(C)C)C=C1 (6-[p-[5-(1-imidazolyl)pentyloxy]phenoxy]-2,2-dimethylhexanamide), N1=CC=CC=C1 (pyridine), P(Cl)(Cl)(Cl)(Cl)Cl (phosphorus pentachloride). As a reaction SMILES: [N:1]1([CH2:6][CH2:7][CH2:8][CH2:9][CH2:10][O:11][C:12]2[CH:28]=[CH:27][C:15]([O:16][CH2:17][CH2:18][CH2:19][CH2:20][C:21]([CH3:26])([CH3:25])[C:22]([NH2:24])=O)=[CH:14][CH:13]=2)[CH:5]=[CH:4][N:3]=[CH:2]1.N1C=CC=CC=1.P(Cl)(Cl)(Cl)(Cl)Cl.C(Cl)(Cl)Cl>ClCCl>[N:1]1([CH2:6][CH2:7][CH2:8][CH2:9][CH2:10][O:11][C:12]2[CH:13]=[CH:14][C:15]([O:16][CH2:17][CH2:18][CH2:19][CH2:20][C:21]([CH3:25])([CH3:26])[C:22]#[N:24])=[CH:27][CH:28]=2)[CH:5]=[CH:4][N:3]=[CH:2]1. Yield: 88.7%. Run at temperature -20 celsius, time 1 hour. Reported procedure: To a solution of 0.97 g 6-[p-[5-(1-imidazolyl)pentyloxy]phenoxy]-2,2-dimethylhexanamide in 50 ml dichloromethane was added 0.94 ml pyridine, the solution was cooled down to -20° C., 1.57 g phosphorus pentachloride was added, and the resulting mixture was stirred to allow the temperature to rise to 15° C. over a period of about one hour. Chloroform (30 ml) and ice water (30 ml) were admixed in that order, and the organic layer was collected and washed with 5% aqueous solution of sodium bicarbonat... Product: N1(C=NC=C1)CCCCCOC1=CC=C(OCCCCC(C#N)(C)C)C=C1 (6-[p-[5-(1-imidazolyl)pentyloxy]phenoxy]-2,2-dimethylhexane-nitrile). The reactants are O=O (oxygen), OC12CC3C(C(CC(C1)C3)C2)=O (5-hydroxy-2-adamantanone), C(C1=CC=CC=C1)(C1=CC=CC=C1)O (benzhydrol), ON1C(C=2C(C1=O)=CC=CC2)=O (N-hydroxyphthalimide). RXN SMILES: [OH:1][C:2]12[CH2:11][CH:6]3[CH2:7][CH:8]([CH2:10][CH:4]([C:5]3=[O:12])[CH2:3]1)[CH2:9]2.C([OH:26])(C1C=CC=CC=1)C1C=CC=CC=1.ON1C(=O)C2=CC=CC=C2C1=O.O=O>C([O-])(=O)C.[Co+2].C([O-])(=O)C.C(#N)C1C=CC=CC=1>[OH:1][C:2]12[CH2:3][CH:4]3[CH2:10][CH:8]([CH2:7][CH:6]([O:26][C:5]3=[O:12])[CH2:11]1)[CH2:9]2.[OH:1][C:2]12[CH2:11][CH:6]3[CH2:7][CH:8]([CH2:10][CH:4]([C:5]3=[O:12])[CH2:3]1)[CH2:9]2 |f:4.5.6|. Reported procedure: A mixture of 100 mmol of 5-hydroxy-2-adamantanone, 200 mmol of benzhydrol, 10 mmol of N-hydroxyphthalimide, 0.1 mmol of cobalt(II) acetate, and 200 ml of benzonitrile was stirred at 75° C. in an oxygen atmosphere (1 atm) for 6 hours. A reaction mixture was concentrated and was then subjected to column chromatography on a silica gel to yield 1-hydroxy-4-oxatricyclo[4.3.1.13,8]undecan-5-one of the following formula in a yield of 48% with a conversion rate from 5-hydroxy-2-adamantanone of 67%. Yields the product OC12CC3OC(C(CC(C1)C3)C2)=O (1-hydroxy-4-oxatricyclo[4.3.1.13,8]undecan-5-one), OC12CC3C(C(CC(C1)C3)C2)=O (5-hydroxy-2-adamantanone). Reagents/catalysts: C(C)(=O)[O-].[Co+2].C(C)(=O)[O-] (cobalt(II) acetate). Run in C(C1=CC=CC=C1)#N (benzonitrile).